This data is from the Open Reaction Database (ORD), a public repository of structured organic reaction records. The task is: describe an organic reaction: reactants, conditions, products, and yield Reaction conditions: temperature 80 celsius. Isolated yield 74.5%. The product is OCCOC=1C=C(C(=C(C(=O)OC)C1)C)[N+](=O)[O-] (methyl 5-(2-hydroxyethoxy)-2-methyl-3-nitrobenzoate). Procedure: To a stirred solution of methyl 5-hydroxy-2-methyl-3-nitrobenzoate (1.5 g, 7.1 mmol) in ACN (15 mL), were added cesium carbonate (4.6 g, 14 mmol) and 2-bromoethanol (2.5 mL, 35 mmol). The resulting reaction mixture was heated at 80° C. overnight. On completion, the reaction mixture was diluted with water and extraction was carried out using ethyl acetate. The combined organic layers were washed with water, dried and concentrated under reduced pressure. The crude material was purified by silica g... Starting materials: OC=1C=C(C(=C(C(=O)OC)C1)C)[N+](=O)[O-] (methyl 5-hydroxy-2-methyl-3-nitrobenzoate), C([O-])([O-])=O.[Cs+].[Cs+] (cesium carbonate), BrCCO (2-bromoethanol), C(C)(=O)OCC (ethyl acetate). RXN SMILES: [OH:1][C:2]1[CH:3]=[C:4]([N+:13]([O-:15])=[O:14])[C:5]([CH3:12])=[C:6]([CH:11]=1)[C:7]([O:9][CH3:10])=[O:8].C(=O)([O-])[O-].[Cs+].[Cs+].Br[CH2:23][CH2:24][OH:25].C(OCC)(=O)C>C(#N)C.O>[OH:25][CH2:24][CH2:23][O:1][C:2]1[CH:3]=[C:4]([N+:13]([O-:15])=[O:14])[C:5]([CH3:12])=[C:6]([CH:11]=1)[C:7]([O:9][CH3:10])=[O:8] |f:1.2.3|. Solvent: C(C)#N (ACN), O (water). Starting materials: FC(C1=CC(CS(=O)(N)=O)=CC=C1)(F)F, OB(O)C1=CC=C(OC)C=C1. Reagents/catalysts: [F-].[Cs+], CC(=O)[O-].CC(=O)[O-].[Cu+2]. The solvent is ClCCCl, ClCCCl. Conditions: temperature 60 celsius, time 18 hour. The product is FC(F)(F)C1=CC(CS(=O)(NC2=CC=C(OC)C=C2)=O)=CC=C1, FC(F)(C1=CC(CS(=O)(N(C2=CC=C(OC)C=C2)C3=CC=C(C=C3)OC)=O)=CC=C1)F. Yield: 15.3%. Procedure: Reactions were run in 8 x 30 mm glass vial inserts in 96 well-plate Para-dox Aluminum Reaction Blocks. The reaction components were dosed according to the design shown in Figure S2 and Figure S3. First, the catalysts (2 umol per vial) and solid bases (20 umol per vial) were added by dosing 50 uL each of a stock solution in 1,2-dichloroethane (40 mM for catalysts, 0.4 M for bases) via single-channel pipette. The 1,2-dichloroethane was then removed via centrifugal evaporation using a Genevac EZ-2 ... The reactants are C(C)O (ethanol), Cl (hydrochloric acid), C(C)(=O)O[BH-](OC(C)=O)OC(C)=O.[Na+] (Sodium triacetoxyborohydride), C(C)(C)(C)C=1C=C(C(=C(C=O)C1)O)C=1C=NC(=CC1)C(F)(F)F (5-(tert-butyl)-2-hydroxy-3-(6-(trifluoromethyl)pyridin-3-yl)benzaldehyde), N1CCCCC1 (piperidine), N1CCCCC1 (piperidine), C(C)(=O)O[BH-](OC(C)=O)OC(C)=O.[Na+] (sodium triacetoxyborohydride). Solvent: O1CCCC1 (tetrahydrofuran). Run at time 16 hour. Product: Cl.C(C)(C)(C)C1=CC(=C(C(=C1)C=1C=NC(=CC1)C(F)(F)F)O)CN1CCCCC1 (4-(tert-butyl)-2-(piperidin-1-ylmethyl)-6-(6-(trifluoromethyl)pyridin-3-yl)phenol hydrochloride). Isolated yield 62.0%. As a reaction SMILES: C(O[BH-](OC(=O)C)OC(=O)C)(=O)C.[Na+].[C:15]([C:19]1[CH:20]=[C:21]([C:28]2[CH:29]=[N:30][C:31]([C:34]([F:37])([F:36])[F:35])=[CH:32][CH:33]=2)[C:22]([OH:27])=[C:23]([CH:26]=1)[CH:24]=O)([CH3:18])([CH3:17])[CH3:16].[NH:38]1[CH2:43][CH2:42][CH2:41][CH2:40][CH2:39]1.C(O)C.[ClH:47]>O1CCCC1>[ClH:47].[C:15]([C:19]1[CH:20]=[C:21]([C:28]2[CH:29]=[N:30][C:31]([C:34]([F:36])([F:35])[F:37])=[CH:32][CH:33]=2)[C:22]([OH:27])=[C:23]([CH2:24][N:38]2[CH2:43][CH2:42][CH2:41][CH2:40][CH2:39]2)[CH:26]=1)([CH3:17])([CH3:16])[CH3:18] |f:0.1,7.8|. Procedure: Sodium triacetoxyborohydride (0.30 g, 1.4 mmol) was added to a solution of 5-(tert-butyl)-2-hydroxy-3-(6-(trifluoromethyl)pyridin-3-yl)benzaldehyde (0.35 g, 1.1 mmol) and piperidine (0.13 mL, 1.3 mmol) in tetrahydrofuran (10 mL). The reaction mixture was stirred at room temperature under nitrogen for 16 hours. Additional piperidine (013 mL, 1.3 mmol) and sodium triacetoxyborohydride (0.30 g, 1.4 mmol) were added and the reaction was stirred under nitrogen for 4 hours. The reaction was partitione...